Task: describe an organic reaction: reactants, conditions, products, and yield. Dataset: the Open Reaction Database (ORD), a public repository of structured organic reaction records Reactants: NC=1C(=C(C(=O)OC)C=C(C1)F)C (methyl 3-amino-5-fluoro-2-methylbenzoate), C(C1=CC=CC=C1)N1[C@@H](CC(C[C@@H]1C)=O)C ((2R,6S)-1-benzyl-2,6-dimethylpiperidin-4-one), C(=O)(O)[O-].[Na+] (NaHCO3), C(C)(=O)O[BH-](OC(C)=O)OC(C)=O.[Na+] (sodium triacetoxyborohydride). Run in C1CCOC1 (THF), C(=O)(C(F)(F)F)O (TFA). Reaction conditions: temperature 60 celsius, time 1 hour. Product: C(C1=CC=CC=C1)N1[C@@H](CC(C[C@H]1C)NC=1C(=C(C(=O)OC)C=C(C1)F)C)C (Methyl 3-{[(2R,6R)-1-benzyl-2,6-dimethylpiperidin-4-yl]amino}-5-fluoro-2-methylbenzoate). Yield: 30.3%. As a reaction SMILES: [NH2:1][C:2]1[C:3]([CH3:13])=[C:4]([CH:9]=[C:10]([F:12])[CH:11]=1)[C:5]([O:7][CH3:8])=[O:6].[CH2:14]([N:21]1[C@@H:26]([CH3:27])[CH2:25][C:24](=O)[CH2:23][C@H:22]1[CH3:29])[C:15]1[CH:20]=[CH:19][CH:18]=[CH:17][CH:16]=1.C(O[BH-](OC(=O)C)OC(=O)C)(=O)C.[Na+].C([O-])(O)=O.[Na+]>C1COCC1.C(O)(C(F)(F)F)=O>[CH2:14]([N:21]1[C@H:26]([CH3:27])[CH2:25][CH:24]([NH:1][C:2]2[C:3]([CH3:13])=[C:4]([CH:9]=[C:10]([F:12])[CH:11]=2)[C:5]([O:7][CH3:8])=[O:6])[CH2:23][C@H:22]1[CH3:29])[C:15]1[CH:20]=[CH:19][CH:18]=[CH:17][CH:16]=1 |f:2.3,4.5|. Reported procedure: To a stirred solution of methyl 3-amino-5-fluoro-2-methylbenzoate (520 mg, 2.84 mmol) in THF (20 mL) and TFA (813 uL) was added (2R,6S)-1-benzyl-2,6-dimethylpiperidin-4-one (679 mg, 3.12 mmol) at 0° C. The mixture was stirred at 60° C. for 1 hour under nitrogen atmosphere. Then the mixture was cooled to 0° C. in an ice bath, sodium triacetoxyborohydride (1.27 g, 5.68 mmol) was added. The reaction mixture was stirred at rt for 2 hours. Then aq. NaHCO3 was added at 0° C. until pH8-9, and the conte... The reactants are NC1=C(C(=C(C(=C1)Cl)C)Cl)O (2-Amino-4,6-dichloro-5-methylphenol), C(C)(=O)OC(C)=O (acetic anhydride). Solvent: C(C)(=O)O (acetic acid). Run at time 1 hour. Yields the product C(C)(=O)NC1=C(C(=C(C(=C1)Cl)C)Cl)O (2-Acetylamino-4,6-dichloro-5-methylphenol). Reaction SMILES: [NH2:1][C:2]1[CH:7]=[C:6]([Cl:8])[C:5]([CH3:9])=[C:4]([Cl:10])[C:3]=1[OH:11].[C:12](OC(=O)C)(=[O:14])[CH3:13]>C(O)(=O)C>[C:12]([NH:1][C:2]1[CH:7]=[C:6]([Cl:8])[C:5]([CH3:9])=[C:4]([Cl:10])[C:3]=1[OH:11])(=[O:14])[CH3:13]. Reported procedure: The product from Example 9, Stage 1a (4.8 g), was stirred in acetic acid (20 ml) and acetic anhydride (5 ml) was added in one portion. Stirring was continued for 1hour after the initially exothermic reaction had subsided. The product was isolated by filtration and recrystallised from aqueous ethanol. The reactants are COC1=C2C(NC(C2=C(C=C1OC)OC)=N)=N (4,5,7-trimethoxy-1,3-diiminoisoindoline), Cl.N1(CCCCC1)C=1SCC(N1)=N (2-piperidino-4-imino-2-thiazoline hydrochloride), Cl.C(C)C1CN(CC1)C=1SCC(N1)=N (2-(3-ethylpyrrolidino)-4-imino-2-thiazoline hydrochloride), N=C1NC(C2=CC=CC=C12)=N (1,3-diiminoisoindoline). Product: Cl.N=C1NC(C2=C(C(=CC(=C12)OC)OC)OC)=C1C(N=C(S1)N1CC(CC1)CC)=N (1-imino-4,5,7-trimethoxy-3-[2-(3-ethylpyrrolidino)-4-imino-2-thiazolin-5-ylidene]isoindoline hydrochloride). RXN SMILES: [CH3:1][O:2][C:3]1[C:11]([O:12][CH3:13])=[CH:10][C:9]([O:14][CH3:15])=[C:8]2[C:4]=1[C:5](=N)[NH:6][C:7]2=[NH:16].[ClH:18].[CH2:19]([CH:21]1[CH2:25][CH2:24][N:23]([C:26]2[S:27][CH2:28][C:29](=[NH:31])[N:30]=2)[CH2:22]1)[CH3:20].N=C1C2C(=CC=CC=2)C(=N)N1.Cl.N1(C2SCC(=N)N=2)CCCCC1>>[ClH:18].[NH:16]=[C:7]1[C:8]2[C:4](=[C:3]([O:2][CH3:1])[C:11]([O:12][CH3:13])=[CH:10][C:9]=2[O:14][CH3:15])[C:5](=[C:28]2[S:27][C:26]([N:23]3[CH2:24][CH2:25][CH:21]([CH2:19][CH3:20])[CH2:22]3)=[N:30][C:29]2=[NH:31])[NH:6]1 |f:1.2,4.5,6.7|. Reported procedure: When equivalent amounts of 4,5,7-trimethoxy-1,3-diiminoisoindoline and 2-(3-ethylpyrrolidino)-4-imino-2-thiazoline hydrochloride are substituted for the 1,3-diiminoisoindoline and 2-piperidino-4-imino-2-thiazoline hydrochloride respectively, in the procedure described in Example 9, part C above, there is obtained as the product 1-imino-4,5,7-trimethoxy-3-[2-(3-ethylpyrrolidino)-4-imino-2-thiazolin-5-ylidene]isoindoline hydrochloride. Starting materials: NC=1SC=C(N1)C(C(=O)NC1=CC=C(C[C@H]2N([C@H](CC2)[C@@H](C2=CC(=CC=C2)F)O[Si](C)(C)C(C)(C)C)C(=O)OC(C)(C)C)C=C1)C (tert-butyl (2S,5R)-2-(4-{[2-(2-amino-1,3-thiazol-4-yl)propanoyl]amino}benzyl)-5-[(R)-{[tert-butyl(dimethyl)silyl]oxy}(3-fluorophenyl)methyl]pyrrolidine-1-carboxylate), Cl (HCl). The solvent is CO (methanol). Run at time 1 hour. The product is FC=1C=C(C=CC1)[C@H]([C@H]1CC[C@H](N1)CC1=CC=C(C=C1)NC(C(C)C=1N=CSC1)=O)O (N-[4-({(2S,5R)-5-[(R)-(3-fluorophenyl)(hydroxy)methyl]pyrrolidin-2 yl}methyl)phenyl]-2-(1,3-thiazol-4-yl)propanamide). Reaction SMILES: N[C:2]1[S:3][CH:4]=[C:5]([CH:7]([CH3:46])[C:8]([NH:10][C:11]2[CH:45]=[CH:44][C:14]([CH2:15][C@@H:16]3[CH2:20][CH2:19][C@H:18]([C@H:21]([O:29][Si](C(C)(C)C)(C)C)[C:22]4[CH:27]=[CH:26][CH:25]=[C:24]([F:28])[CH:23]=4)[N:17]3C(OC(C)(C)C)=O)=[CH:13][CH:12]=2)=[O:9])[N:6]=1.Cl>CO>[F:28][C:24]1[CH:23]=[C:22]([C@@H:21]([OH:29])[C@@H:18]2[NH:17][C@H:16]([CH2:15][C:14]3[CH:13]=[CH:12][C:11]([NH:10][C:8](=[O:9])[CH:7]([C:5]4[N:6]=[CH:2][S:3][CH:4]=4)[CH3:46])=[CH:45][CH:44]=3)[CH2:20][CH2:19]2)[CH:27]=[CH:26][CH:25]=1. Reported procedure: To a solution of 8 mg (0.01 mmol) of tert-butyl (2S,5R)-2-(4-{[2-(2-amino-1,3-thiazol-4-yl)propanoyl]amino}benzyl)-5-[(R)-{[tert-butyl(dimethyl)silyl]oxy}(3-fluorophenyl)methyl]pyrrolidine-1-carboxylate (isomer 1) in 0.20 mL methanol from Step A was added 0.20 mL conc. HCl and the reaction mixture stirred at room temperature for 1 h. Azeotrop with toluene (2×) to remove water. The residue was taken up in acetonitrile/water/MeOH (9:1:1) and purified on the Gilson HPLC eluting with a 0-50% gradien... RXN SMILES: C(OC(N1CCC(N[C:14]([C:16]2[S:17][CH:18]=[CH:19][C:20]=2[NH:21][C:22]2[CH:27]=[CH:26][N:25]=[C:24]3[NH:28][CH:29]=[CH:30][C:23]=23)=[O:15])C1)=O)(C)(C)C.[NH2:31][CH2:32][CH:33]([NH:40]C(=O)OC(C)(C)C)[C:34]1[CH:39]=[CH:38][CH:37]=[CH:36][CH:35]=1>>[NH2:40][CH:33]([C:34]1[CH:35]=[CH:36][CH:37]=[CH:38][CH:39]=1)[CH2:32][NH:31][C:14]([C:16]1[S:17][CH:18]=[CH:19][C:20]=1[NH:21][C:22]1[CH:27]=[CH:26][N:25]=[C:24]2[NH:28][CH:29]=[CH:30][C:23]=12)=[O:15]. The product is NC(CNC(=O)C=1SC=CC1NC1=C2C(=NC=C1)NC=C2)C2=CC=CC=C2 (3-(1H-Pyrrolo[2,3-b]pyridin-4-ylamino)-thiophene-2-carboxylic acid (2-amino-2-phenyl-ethyl)-amide). Procedure: This compound was prepared in an analogous manner as 3-{[3-(1H-Pyrrolo[2,3-b]pyridin-4-ylamino)-thiophene-2-carbonyl]-amino}-pyrrolidine-1-carboxylic acid tert-butyl ester using tert-butyl (2-amino-1-phenylethyl)carbamate instead of 1-BOC-3-aminopyrrolidine. LCMS (ESI) 378 (M+H) 1H NMR (400 MHz, DMSO-d6) δ ppm 12.44 (1H, br. s.) 10.72 (1H, s) 8.67 (2H, d, J=4.10 Hz) 8.59 (1H, t, J=5.64 Hz) 8.05 (1H, d, J=6.78 Hz) 7.89 (1H, d, J=5.27 Hz) 7.40-7.50 (3H, m) 7.30 (1H, d, J=5.27 Hz) 7.26 (2H, d, J=2.... Starting materials: C(C)(C)(C)OC(=O)N1CC(CC1)NC(=O)C=1SC=CC1NC1=C2C(=NC=C1)NC=C2 (3-{[3-(1H-Pyrrolo[2,3-b]pyridin-4-ylamino)-thiophene-2-carbonyl]-amino}-pyrrolidine-1-carboxylic acid tert-butyl ester), NCC(C1=CC=CC=C1)NC(OC(C)(C)C)=O (tert-butyl (2-amino-1-phenylethyl)carbamate). Reactants: ClCCl, CN(C)C=O, O=C(O)COc1nc(Cl)c(Cl)cc1Cl, O=S(Cl)Cl. Yields the product O=C(Cl)COc1nc(Cl)c(Cl)cc1Cl. As a reaction SMILES: [CH2:19]([Cl:20])[Cl:21].[CH3:22][N:23]([CH3:24])[CH:25]=[O:26].[Cl:1][c:2]1[c:3]([O:10][CH2:11][C:12](=[O:13])[OH:14])[n:4][c:5]([Cl:9])[c:6]([Cl:8])[cH:7]1.[S:15]([Cl:16])([Cl:17])=[O:18]>>[Cl:1][c:2]1[c:3]([O:10][CH2:11][C:12](=[O:14])[Cl:17])[n:4][c:5]([Cl:9])[c:6]([Cl:8])[cH:7]1.